Dataset: the Open Reaction Database (ORD), a public repository of structured organic reaction records. Task: describe an organic reaction: reactants, conditions, products, and yield The reactants are O=C(Cl)c1ccc(Br)s1, O=C(N=C=S)c1ccc(Br)s1, O=C(O)c1ccc(Br)s1, CCO, Cc1ccccc1, COc1cc2nccc(Oc3ccc(N)cc3Cl)c2cc1OC, O=S(Cl)Cl. Product: COc1cc2nccc(Oc3ccc(NC(=S)NC(=O)c4ccc(Br)s4)cc3Cl)c2cc1OC. As a reaction SMILES: [Br:14][c:15]1[s:16][c:17]([C:18]([Cl:19])=[O:20])[cH:21][cH:22]1.[Br:23][c:24]1[cH:25][cH:26][c:27]([C:29](=[O:30])[N:31]=[C:32]=[S:33])[s:28]1.[Br:5][c:6]1[s:7][c:8]([C:9]([OH:10])=[O:11])[cH:12][cH:13]1.[CH3:57][CH2:58][OH:59].[CH3:60][c:61]1[cH:62][cH:63][cH:64][cH:65][cH:66]1.[Cl:34][c:35]1[cH:36][c:37]([NH2:38])[cH:39][cH:40][c:41]1[O:42][c:43]1[cH:44][cH:45][n:46][c:47]2[cH:48][c:49]([O:55][CH3:56])[c:50]([O:53][CH3:54])[cH:51][c:52]12.[S:1]([Cl:2])([Cl:3])=[O:4]>>[Br:23][c:24]1[cH:25][cH:26][c:27]([C:29](=[O:30])[NH:31][C:32](=[S:33])[NH:38][c:37]2[cH:36][c:35]([Cl:34])[c:41]([O:42][c:43]3[cH:44][cH:45][n:46][c:47]4[cH:48][c:49]([O:55][CH3:56])[c:50]([O:53][CH3:54])[cH:51][c:52]34)[cH:40][cH:39]2)[s:28]1. The reactants are C(C)(C)(C)C1=NC(C2=C(N1)N(N=N2)CC2=C(C=CC=C2)Cl)=O (5-tert-butyl-3-(2-chlorobenzyl)-3H-[1,2,3]triazolo[4,5-d]pyrimidin-7(4H)-one), C(C)N(C1=CC=CC=C1)CC (N,N-diethylaniline), O=P(Cl)(Cl)Cl (POCl3). Product: C(C)(C)(C)C=1N=C(C2=C(N1)N(N=N2)CC2=C(C=CC=C2)Cl)Cl (5-tert-butyl-7-chloro-3-(2-chlorobenzyl)-3H-[1,2,3]triazolo[4,5-d]pyrimidine). RXN SMILES: [C:1]([C:5]1[NH:10][C:9]2[N:11]([CH2:14][C:15]3[CH:20]=[CH:19][CH:18]=[CH:17][C:16]=3[Cl:21])[N:12]=[N:13][C:8]=2[C:7](=O)[N:6]=1)([CH3:4])([CH3:3])[CH3:2].C(N(CC)C1C=CC=CC=1)C.O=P(Cl)(Cl)[Cl:36]>>[C:1]([C:5]1[N:6]=[C:7]([Cl:36])[C:8]2[N:13]=[N:12][N:11]([CH2:14][C:15]3[CH:20]=[CH:19][CH:18]=[CH:17][C:16]=3[Cl:21])[C:9]=2[N:10]=1)([CH3:4])([CH3:3])[CH3:2]. Reported procedure: A mixture of 5-tert-butyl-3-(2-chlorobenzyl)-3H-[1,2,3]triazolo[4,5-d]pyrimidin-7(4H)-one (12.3 mg, 38.7 μmol) and N,N-diethylaniline (12.3 μL, 77.4 μmol) in POCl3 (250 μL, 2.73 mmol) was refluxed for 3 h under N2 atmosphere. The reaction mixture was concentrated in vacuo, diluted with EtOAc, washed with cold H2O and brine, dried over Na2SO4 and concentrated in vacuo to afford crude 5-tert-butyl-7-chloro-3-(2-chlorobenzyl)-3H-[1,2,3]triazolo[4,5-d]pyrimidine. The residue was used for the next re... Reagents/catalysts: [Cu]I (copper(I) iodide), [Pd](Cl)Cl.C1(=CC=CC=C1)P(C1=CC=CC=C1)C1=CC=CC=C1.C1(=CC=CC=C1)P(C1=CC=CC=C1)C1=CC=CC=C1 (bis(triphenylphosphine) palladium(II) dichloride). Reaction SMILES: [Cl:1][C:2]1[CH:10]=[C:9](I)[C:5]2[O:6][CH2:7][O:8][C:4]=2[C:3]=1[NH2:12].[CH3:13][O:14][CH2:15][CH2:16][O:17][CH2:18][C:19]#[CH:20].C(NC(C)C)(C)C>C(OCC)(=O)C.[Pd](Cl)Cl.C1(P(C2C=CC=CC=2)C2C=CC=CC=2)C=CC=CC=1.C1(P(C2C=CC=CC=2)C2C=CC=CC=2)C=CC=CC=1.[Cu]I>[Cl:1][C:2]1[CH:10]=[C:9]([C:20]#[C:19][CH2:18][O:17][CH2:16][CH2:15][O:14][CH3:13])[C:5]2[O:6][CH2:7][O:8][C:4]=2[C:3]=1[NH2:12] |f:4.5.6|. Solvent: C(C)(=O)OCC (ethyl acetate), ice methanol. Starting materials: ClC1=C(C2=C(OCO2)C(=C1)I)N (5-Chloro-7-iodo-1,3-benzodioxol-4-amine), COCCOCC#C (3-(2-methoxyethoxy)prop-1-yne), C(C)(C)NC(C)C (diisopropylamine). Product: ClC1=C(C2=C(OCO2)C(=C1)C#CCOCCOC)N (5-chloro-7-[3-(2-methoxyethoxy)prop-1-yn-1-yl]-1,3-benzodioxol-4-amine). The yield is 85.6%. Reaction conditions: time 2.5 hour. Procedure details: 5-Chloro-7-iodo-1,3-benzodioxol-4-amine (1.0 g, 3.36 mmol) and 3-(2-methoxyethoxy)prop-1-yne (766 mg, 6.72 mmol) in ethyl acetate (12 ml) were cooled in ice-methanol, under an atmosphere of nitrogen, and then treated with bis(triphenylphosphine) palladium(II) dichloride (236 mg, 10 mol %) followed by copper(I) iodide (64 mg, 10 mol %) and diisopropylamine (681 mg, 6.74 mmol). The reaction mixture was allowed to warm to room temperature and stirred for 2.5 hours and then filtered through Celite. ... Starting materials: ClC=1C=C(C=CC=O)C=CC1Cl (3,4-dichlorocinnamaldehyde), C([O-])(O)=O.[Na+] (sodium bicarbonate), BrC=1C(=NC=C(C1)Br)OC (3,5-dibromo-2-methoxypyridine), C(CCC)[Li].CCCCCC (n-butyllithium hexane). The solvent is O1CCCC1 (tetrahydrofuran), CCOCC (ether). Conditions: temperature -78 celsius. Product: BrC=1C=C(C(=NC1)OC)C(O)\C=C\C1=CC(=C(C=C1)Cl)Cl ((E)-5-bromo-α-[2-(3,4-dichlorophenyl)ethenyl]-2-methoxy-3-pyridinemethanol). As a reaction SMILES: Br[C:2]1[C:3]([O:9][CH3:10])=[N:4][CH:5]=[C:6]([Br:8])[CH:7]=1.C([Li])CCC.CCCCCC.[Cl:22][C:23]1[CH:24]=[C:25]([CH:30]=[CH:31][C:32]=1[Cl:33])[CH:26]=[CH:27][CH:28]=[O:29].C(=O)(O)[O-].[Na+]>CCOCC.O1CCCC1>[Br:8][C:6]1[CH:7]=[C:2]([CH:28](/[CH:27]=[CH:26]/[C:25]2[CH:30]=[CH:31][C:32]([Cl:33])=[C:23]([Cl:22])[CH:24]=2)[OH:29])[C:3]([O:9][CH3:10])=[N:4][CH:5]=1 |f:1.2,4.5|. Procedure details: A solution of 60.6 g of 3,5-dibromo-2-methoxypyridine in 900 ml of anhydrous ether was stirred under nitrogen and cooled to -78° C. to give a thick slurry. Efficient stirring was used to prevent the solid starting material from adhering to the wall of the reaction vessel. While the temperature was maintained below -65° C., 85 ml of 2.67M n-butyllithium/hexane was added dropwise. The reaction mixture was homogeneous upon completion of the addition and it was stirred for 15 minutes at -78° C. Then... Reactants: C1(=CC=CC=C1)C1NC(N(C1)S(=O)(=O)C=1C=C2CCNC2=CC1)=O (4-Phenyl-1-(indoline-5-sulfonyl)-4,5-dihydro-2-imidazolone), C(C)N=C=O (ethylisocyanate). The solvent is C1(=CC=CC=C1)C (toluene). Reaction conditions: temperature 55 celsius, time 18 hour. Product: C1(=CC=CC=C1)C1NC(N(C1)S(=O)(=O)C=1C=C2CCN(C2=CC1)C(NCC)=O)=O (4-phenyl-1-(N-ethylcarbamoylindoline-5-sulfonyl)-4,5-dihydro-2-imidazolone). Yield: 72.7%. RXN SMILES: [C:1]1([CH:7]2[CH2:11][N:10]([S:12]([C:15]3[CH:16]=[C:17]4[C:21](=[CH:22][CH:23]=3)[NH:20][CH2:19][CH2:18]4)(=[O:14])=[O:13])[C:9](=[O:24])[NH:8]2)[CH:6]=[CH:5][CH:4]=[CH:3][CH:2]=1.[CH2:25]([N:27]=[C:28]=[O:29])[CH3:26]>C1(C)C=CC=CC=1>[C:1]1([CH:7]2[CH2:11][N:10]([S:12]([C:15]3[CH:16]=[C:17]4[C:21](=[CH:22][CH:23]=3)[N:20]([C:28](=[O:29])[NH:27][CH2:25][CH3:26])[CH2:19][CH2:18]4)(=[O:14])=[O:13])[C:9](=[O:24])[NH:8]2)[CH:2]=[CH:3][CH:4]=[CH:5][CH:6]=1. Procedure details: 4-Phenyl-1-(indoline-5-sulfonyl)-4,5-dihydro-2-imidazolone (0.25g, 0.73 mmol) prepared in Preparation 5 was dissolved in 10 m of toluene and then ethylisocyanate (0.1 m, 1.09 mmol) was added thereto. The reaction mixture was stirred at 50-60° C. for 18 hours. After the solvent was evaporated, the residue was dissolved in 50 m of dichloromethane, washed twice with water, dried over anhydrous magnesium sulfate, and then concentrated under reduced pressure. The crude product thus obtained was purif... Reactants: C(C1=CC=CC=C1)OC1=C(C=CC=C1)C(C)OC1=CC=C(C(=O)OC)C=C1 (Methyl 4-(1-(2-(benzyloxy)phenyl)ethoxy)benzoate), [OH-].[Na+] (sodium hydroxide). The solvent is C1CCOC1 (THF), CO (methanol). Yields the product C(C1=CC=CC=C1)OC1=C(C=CC=C1)C(C)OC1=CC=C(C(=O)O)C=C1 (4-(1-(2-(Benzyloxy)phenyl)ethoxy)benzoic acid). Isolated yield 67.7%. Reaction SMILES: [CH2:1]([O:8][C:9]1[CH:14]=[CH:13][CH:12]=[CH:11][C:10]=1[CH:15]([O:17][C:18]1[CH:27]=[CH:26][C:21]([C:22]([O:24]C)=[O:23])=[CH:20][CH:19]=1)[CH3:16])[C:2]1[CH:7]=[CH:6][CH:5]=[CH:4][CH:3]=1.[OH-].[Na+]>C1COCC1.CO>[CH2:1]([O:8][C:9]1[CH:14]=[CH:13][CH:12]=[CH:11][C:10]=1[CH:15]([O:17][C:18]1[CH:19]=[CH:20][C:21]([C:22]([OH:24])=[O:23])=[CH:26][CH:27]=1)[CH3:16])[C:2]1[CH:3]=[CH:4][CH:5]=[CH:6][CH:7]=1 |f:1.2|. Reported procedure: Methyl 4-(1-(2-(benzyloxy)phenyl)ethoxy)benzoate (0.5 g, 1.4 mmol) was dissolved in THF (5 ml) and methanol (5 ml). The solution was treated with sodium hydroxide (1N, 6 ml) and the reaction heated at 60° for 3 hours. The solvent was removed at reduced pressure and the reaction mixture diluted with water and extracted with ethyl acetate. The aqueous phase was acidified (pH1) with concentrated HCl and extracted with ethyl acetate (3×). The organic phases were combined, dried (MgSO4) and evaporate... Reactants: CC(C)(C)O, C1CCNCC1, CN1CCC(=C2c3ccccc3C=C(Br)c3ccccc32)CC1, CC(C)(C)[O-], [K+]. Yields the product CN1CCC(=C2c3ccccc3C=C(N3CCCCC3)c3ccccc32)CC1. As a reaction SMILES: [C:36]([OH:37])([CH3:38])([CH3:39])[CH3:40].[CH2:30]1[CH2:31][CH2:32][NH:33][CH2:34][CH2:35]1.[CH3:1][N:2]1[CH2:3][CH2:4][C:5](=[C:8]2[c:9]3[c:10]([cH:20][cH:21][cH:22][cH:23]3)[C:11]([Br:19])=[CH:12][c:13]3[c:14]2[cH:15][cH:16][cH:17][cH:18]3)[CH2:6][CH2:7]1.[CH3:24][C:25]([CH3:26])([O-:27])[CH3:28].[K+:29]>>[CH3:1][N:2]1[CH2:3][CH2:4][C:5](=[C:8]2[c:9]3[c:10]([cH:20][cH:21][cH:22][cH:23]3)[C:11]([N:33]3[CH2:32][CH2:31][CH2:30][CH2:35][CH2:34]3)=[CH:12][c:13]3[c:14]2[cH:15][cH:16][cH:17][cH:18]3)[CH2:6][CH2:7]1. Reactants: [Al+3], CC(C)(C)OC(=O)N1CCOC(CO)C1, C1CCOC1, [H-], [H-], [H-], [H-], [Li+]. Product: CN1CCOC(CO)C1. As a reaction SMILES: [Al+3:17].[C:1]([O:2][C:6](=[O:3])[N:8]1[CH2:9][CH:10]([CH2:14][OH:15])[O:11][CH2:12][CH2:13]1)([CH3:4])([CH3:5])[CH3:7].[CH2:22]1[O:23][CH2:24][CH2:25][CH2:26]1.[H-:16].[H-:19].[H-:20].[H-:21].[Li+:18]>>[CH3:6][N:8]1[CH2:9][CH:10]([CH2:14][OH:15])[O:11][CH2:12][CH2:13]1. Starting materials: CCCCC1CCNCC1, CCCCCCC, CCOC(C)=O, O=C1COc2cc(F)ccc2N1CCCCl, [I-], [K+], [K+], [Na+], O=C([O-])[O-]. Product: CCCCC1CCN(CCCN2C(=O)COc3cc(F)ccc32)CC1. Reaction SMILES: [CH2:25]([CH2:26][CH2:27][CH3:28])[CH:29]1[CH2:30][CH2:31][NH:32][CH2:33][CH2:34]1.[CH3:35][CH2:36][CH2:37][CH2:38][CH2:39][CH2:40][CH3:41].[CH3:42][CH2:43][O:44][C:45]([CH3:46])=[O:47].[Cl:1][CH2:2][CH2:3][CH2:4][N:5]1[C:6](=[O:16])[CH2:7][O:8][c:9]2[c:10]1[cH:11][cH:12][c:13]([F:15])[cH:14]2.[I-:23].[K+:17].[K+:18].[Na+:24].[O-:19][C:20]([O-:21])=[O:22]>>[CH2:2]([CH2:3][CH2:4][N:5]1[C:6](=[O:16])[CH2:7][O:8][c:9]2[c:10]1[cH:11][cH:12][c:13]([F:15])[cH:14]2)[N:32]1[CH2:31][CH2:30][CH:29]([CH2:25][CH2:26][CH2:27][CH3:28])[CH2:34][CH2:33]1.